From a dataset of the Open Reaction Database (ORD), a public repository of structured organic reaction records. describe an organic reaction: reactants, conditions, products, and yield Starting materials: 1, Cl (HCl), [OH-].[Na+] (Sodium hydroxide), COC[C@H]1[C@@]([C@H]1/C=C/C(=C/C(=O)OCC)/C)(C1=CC(=CC(=C1)C(C)C)C(C)C)C (Ethyl (+)-(1S, 2R, 3R)-5-[3-methoxymethyl-2-methyl-2-(3,5-diisopropyl-phenyl)-cyclopropyl]-3-methyl-penta-2E,4E-dienoate). The solvent is C1CCOC1.CO (THF MeOH), C(C)(=O)OCC (ethyl acetate). Run at temperature 50 celsius, time 16 hour. The product is COC[C@H]1[C@@]([C@H]1/C=C/C(=C/C(=O)O)/C)(C1=CC(=CC(=C1)C(C)C)C(C)C)C ((+)-(1S, 2R, 3R)-5-[3-Methoxymethyl-2-methyl-2-(3,5-diisopropyl-phenyl)-cyclopropyl]-3-methyl-penta-2E,4E-dienoic acid). The yield is 91.8%. Reaction SMILES: [OH-].[Na+].[CH3:3][O:4][CH2:5][C@@H:6]1[C@H:8](/[CH:9]=[CH:10]/[C:11](/[CH3:18])=[CH:12]/[C:13]([O:15]CC)=[O:14])[C@@:7]1([CH3:31])[C:19]1[CH:24]=[C:23]([CH:25]([CH3:27])[CH3:26])[CH:22]=[C:21]([CH:28]([CH3:30])[CH3:29])[CH:20]=1.Cl>C1COCC1.CO.C(OCC)(=O)C>[CH3:3][O:4][CH2:5][C@@H:6]1[C@H:8](/[CH:9]=[CH:10]/[C:11](/[CH3:18])=[CH:12]/[C:13]([OH:15])=[O:14])[C@@:7]1([CH3:31])[C:19]1[CH:20]=[C:21]([CH:28]([CH3:29])[CH3:30])[CH:22]=[C:23]([CH:25]([CH3:27])[CH3:26])[CH:24]=1 |f:0.1,4.5|. Procedure: Sodium hydroxide solution (1N, 1 mL) was added to a solution of Compound 24 (20 mg, 0.05 mmol) in 4 mL of THF/MeOH (1:1) at 50° C. After stirring at 50° C. for 16 h, the mixture was diluted with ethyl acetate (10 mL) and acidified with 1 mL of 1 HCl at 0° C. The organic layer was then washed with brine (1×5 mL), dried (Na2SO4) and concentrated. The residue was purified by flash chromatography using 30% EtOAc in hexane to give the title compound (17 mg, 91% yield) as a white solid: Starting materials: C=O (formalin), C1(=CC=CC=C1)O (phenol), S(O)(O)(=O)=O (sulfuric acid), C1(=CC(=CC=C1)C)C (m-xylene). Yields the product C1(=C(C(=CC=C1)C=O)C)C (Xylene-Formaldehyde). As a reaction SMILES: [CH2:1]=[O:2].[C:3]1(O)C=CC=CC=1.S(=O)(=O)(O)O.[C:15]1([CH3:22])[CH:20]=[CH:19][CH:18]=[C:17](C)[CH:16]=1>>[C:15]1([CH3:22])[CH:16]=[CH:17][CH:18]=[C:19]([CH:1]=[O:2])[C:20]=1[CH3:3]. Reported procedure: A 2-liter separable flask equipped with a thermometer, a reflux condenser, and a stirrer was charged with 480 parts of 50% formalin, 110 parts of phenol, 202 parts of 98% industrial sulfuric acid, and 424 parts of m-xylene. The resulting mixture was allowed to react at 84° C. to 88° C. for 4 hours. After the reaction was completed, the reaction mixture was allowed to stand to separate a resin phase and a sulfuric acid aqueous phase. The resin phase was washed with water 3 times, and then unreact... Reactants: O=C1CCC1, CC(=O)O[BH-](OC(C)=O)OC(C)=O, CNC(=O)c1ccc(Oc2ccc3c(c2)CCNCC3)nc1, CC(=O)O, ClCCl, [Na+], [Na+], [OH-]. Yields the product CNC(=O)c1ccc(Oc2ccc3c(c2)CCN(C2CCC2)CC3)nc1. Reaction SMILES: [C:23]1(=[O:27])[CH2:24][CH2:25][CH2:26]1.[C:28]([O:29][BH-:30]([O:31][C:32](=[O:33])[CH3:34])[O:35][C:36](=[O:37])[CH3:38])(=[O:39])[CH3:40].[CH3:1][NH:2][C:3](=[O:4])[c:5]1[cH:6][n:7][c:8]([O:11][c:12]2[cH:13][c:14]3[c:15]([cH:21][cH:22]2)[CH2:16][CH2:17][NH:18][CH2:19][CH2:20]3)[cH:9][cH:10]1.[CH3:47][C:48](=[O:49])[OH:50].[Cl:44][CH2:45][Cl:46].[Na+:41].[Na+:43].[OH-:42]>>[CH3:1][NH:2][C:3](=[O:4])[c:5]1[cH:6][n:7][c:8]([O:11][c:12]2[cH:13][c:14]3[c:15]([cH:21][cH:22]2)[CH2:16][CH2:17][N:18]([CH:23]2[CH2:24][CH2:25][CH2:26]2)[CH2:19][CH2:20]3)[cH:9][cH:10]1. Starting materials: CO, CCCCCCC=O, Cl, CC1CCCC(C)N1N, N#C[Na], O. Yields the product CCCCCCC(C#N)NN1C(C)CCCC1C. RXN SMILES: [CH3:23][OH:24].[CH:4]([CH2:5][CH2:6][CH2:7][CH2:8][CH2:9][CH3:10])=[O:11].[ClH:21].[NH2:12][N:13]1[CH:14]([CH3:20])[CH2:15][CH2:16][CH2:17][CH:18]1[CH3:19].[Na:1][C:2]#[N:3].[OH2:22]>>[C:2](#[N:3])[CH:4]([CH2:5][CH2:6][CH2:7][CH2:8][CH2:9][CH3:10])[NH:12][N:13]1[CH:14]([CH3:20])[CH2:15][CH2:16][CH2:17][CH:18]1[CH3:19].